The task is: describe an organic reaction: reactants, conditions, products, and yield. This data is from the Open Reaction Database (ORD), a public repository of structured organic reaction records. The reactants are OCCCBr, O=C([O-])[O-], CC(=O)CC(C)C, Fc1ccc2c(C3CCNCC3)n[nH]c2c1, [K+], [K+]. Product: OCCCN1CCC(c2n[nH]c3cc(F)ccc23)CC1. Reaction SMILES: [Br:23][CH2:24][CH2:25][CH2:26][OH:27].[C:17](=[O:18])([O-:19])[O-:20].[CH2:28]([C:29]([CH3:30])=[O:31])[CH:32]([CH3:33])[CH3:34].[F:1][c:2]1[cH:3][cH:4][c:5]2[c:6]([CH:11]3[CH2:12][CH2:13][NH:14][CH2:15][CH2:16]3)[n:7][nH:8][c:9]2[cH:10]1.[K+:21].[K+:22]>>[F:1][c:2]1[cH:3][cH:4][c:5]2[c:6]([CH:11]3[CH2:12][CH2:13][N:14]([CH2:24][CH2:25][CH2:26][OH:27])[CH2:15][CH2:16]3)[n:7][nH:8][c:9]2[cH:10]1. Reactants: COC(=O)c1c(C)ncnc1C, Cl, [Na+], [OH-], O. Product: Cc1ncnc(C)c1C(=O)O. Reaction SMILES: [CH3:1][c:2]1[n:3][cH:4][n:5][c:6]([CH3:12])[c:7]1[C:8](=[O:9])[O:10][CH3:11].[ClH:15].[Na+:14].[OH-:13].[OH2:16]>>[CH3:1][c:2]1[n:3][cH:4][n:5][c:6]([CH3:12])[c:7]1[C:8](=[O:9])[OH:10]. Starting materials: CC(C)([O-])C.[K+] (potassium tert-butoxide), C(C1=CC=CC=C1)N1CC2C(C=3C=C(C=CC3C2=O)OC)C1 (2-benzyl-5-methoxy-2,3,3a,8a-tetrahydro-1H-2-aza-cyclopenta[a]inden-8-one). The reagents and catalysts are [Br-].C[P+](C1=CC=CC=C1)(C1=CC=CC=C1)C1=CC=CC=C1 (Methyltriphenylphosphonium bromide). The solvent is CCOCC (ether). Run at time 1 hour. The product is C(C1=CC=CC=C1)N1CC2C(C1)C(C=1C=CC(=CC12)OC)=C (2-Benzyl-5-methoxy-8-methylene-1,2,3,3a,8,8a-hexahydroindeno[1,2-c]pyrrole). As a reaction SMILES: [CH3:1]C(C)([O-])C.[K+].[CH2:7]([N:14]1[CH2:28][CH:17]2[C:18]3[CH:19]=[C:20]([O:26][CH3:27])[CH:21]=[CH:22][C:23]=3[C:24](=O)[CH:16]2[CH2:15]1)[C:8]1[CH:13]=[CH:12][CH:11]=[CH:10][CH:9]=1>[Br-].C[P+](C1C=CC=CC=1)(C1C=CC=CC=1)C1C=CC=CC=1.CCOCC>[CH2:7]([N:14]1[CH2:15][CH:16]2[C:24](=[CH2:1])[C:23]3[CH:22]=[CH:21][C:20]([O:26][CH3:27])=[CH:19][C:18]=3[CH:17]2[CH2:28]1)[C:8]1[CH:9]=[CH:10][CH:11]=[CH:12][CH:13]=1 |f:0.1,3.4|. Procedure details: Methyltriphenylphosphonium bromide (18.1 g, 50.7 mmol) and potassium tert-butoxide (5.7 g, 50.7) were added to a solution of 2-benzyl-5-methoxy-2,3,3a,8a-tetrahydro-1H-2-aza-cyclopenta[a]inden-8-one (9.9 g, 33.8 mmol) in anhydrous ether (68 mL). The reaction mixture was stirred for 1 hour at room temperature then filtered through celite. The celite was washed with ether (200 mL), and the filtrate was concentrated. The crude product was purified by column chromatography (SiO2) using a 0-35% ethyl... Reactants: [C@@H]1(C=C[C@@H](CO)O1)N1C=NC=2C(O)=NC=NC12 (2',3'-Didehydro-2',3'-dideoxyinosine). The reagents and catalysts are [Pd] (Pd/C). Solvent: C(C)O.O (ethanol water). The product is [C@@H]1(CC[C@@H](CO)O1)N1C=NC=2C(O)=NC=NC12 (2',3'-Dideoxyinosine). Isolated yield 79.4%. Reaction SMILES: [C@@H:1]1([N:8]2[C:17]3[N:16]=[CH:15][N:14]=[C:12]([OH:13])[C:11]=3[N:10]=[CH:9]2)[O:7][C@H:4]([CH2:5][OH:6])[CH:3]=[CH:2]1>C(O)C.O.[Pd]>[C@@H:1]1([N:8]2[C:17]3[N:16]=[CH:15][N:14]=[C:12]([OH:13])[C:11]=3[N:10]=[CH:9]2)[O:7][C@H:4]([CH2:5][OH:6])[CH2:3][CH2:2]1 |f:1.2|. Procedure details: A solution of the olefin 8 (0.38 g, 1.6 mmol) in a mixture of ethanol-water (4:1) (70 ml) was hydrogenated in the presence of 10% Pd/C (0.07 g) at 50 psi for 6 h. The mixture was filtered through celite, the filtrate was concentrated, and cooled. The solid obtained was filtered and dried to yield 0.3 g (78%) of 11: mp softens at 184°-186° C., but does not melt up to 300° C.; 1H NMR (DMSO-d6) δ 1.72-2.48 (4H, m, 2' and 3'-H), 3.21-3.67 (2H, m, 5'-H), 4.17-4.38 (1H, m, 4'-H), 4.72 (1 H br s, OH, e... The reactants are ClC1=C(C(=O)OC)C=CC(=C1)C1=NN(C=C1)C (2-chloro-4-(1-methyl-1H-pyrazol-3-yl)-benzoic acid, methyl ester), [OH-].[Na+] (sodium hydroxide). Solvent: CO (methanol). Run at temperature 50 celsius. The product is ClC1=C(C(=O)O)C=CC(=C1)C1=NN(C=C1)C (2-Chloro-4-(1-methyl-1H-pyrazol-3-yl)-benzoic acid). The yield is 97.4%. RXN SMILES: [Cl:1][C:2]1[CH:11]=[C:10]([C:12]2[CH:16]=[CH:15][N:14]([CH3:17])[N:13]=2)[CH:9]=[CH:8][C:3]=1[C:4]([O:6]C)=[O:5].[OH-].[Na+]>CO>[Cl:1][C:2]1[CH:11]=[C:10]([C:12]2[CH:16]=[CH:15][N:14]([CH3:17])[N:13]=2)[CH:9]=[CH:8][C:3]=1[C:4]([OH:6])=[O:5] |f:1.2|. Procedure details: To a solution of 2-chloro-4-(1-methyl-1H-pyrazol-3-yl)-benzoic acid, methyl ester (6.85 g) in methanol (32 ml) was added 2.5N sodium hydroxide solution (15.3 ml). The reaction was heated to 50° C. for one hour. The solvent was removed in vacuo, and the residue dissolved in water (250 ml), cooled in an ice bath, and acidified with 2N hydrochloric acid (24 ml). The resulting precipitate was filtered and dried to give a colorless solid (6.3 g) m.p. 232-233° C.; MS, (+FAB), m/z: 236 (M+H)+. Starting materials: ClC1=CC=C(C=C1)C1=NOC=C1COC1=NC=C(C(=O)O)C=C1 (6-[3-(4-chloro-phenyl)-isoxazol-4-ylmethoxy]-nicotinic acid), NCC(C)O ((rac)-1-amino-2-propanol). The product is ClC1=CC=C(C=C1)C1=NOC=C1COC1=NC=C(C(=O)NCC(C)O)C=C1 (6-[3-(4-Chloro-phenyl)-isoxazol-4-ylmethoxy]-N-(2-hydroxy-propyl)-nicotinamide). The yield is 43.0%. As a reaction SMILES: [Cl:1][C:2]1[CH:7]=[CH:6][C:5]([C:8]2[C:12]([CH2:13][O:14][C:15]3[CH:23]=[CH:22][C:18]([C:19]([OH:21])=O)=[CH:17][N:16]=3)=[CH:11][O:10][N:9]=2)=[CH:4][CH:3]=1.[NH2:24][CH2:25][CH:26]([OH:28])[CH3:27]>>[Cl:1][C:2]1[CH:3]=[CH:4][C:5]([C:8]2[C:12]([CH2:13][O:14][C:15]3[CH:23]=[CH:22][C:18]([C:19]([NH:24][CH2:25][CH:26]([OH:28])[CH3:27])=[O:21])=[CH:17][N:16]=3)=[CH:11][O:10][N:9]=2)=[CH:6][CH:7]=1. Procedure details: As described for example 346b, 6-[3-(4-chloro-phenyl)-isoxazol-4-ylmethoxy]-nicotinic acid (200 mg, 0.6 mmol) was converted, using (rac)-1-amino-2-propanol instead of ethanolamine, to the title compound (100 mg, 43%) which was obtained as a colourless gum. MS: m/e=388.1 [M+H]+. Reactants: C(CCCCCCCCCCCCCCC)(=O)OC(CC(=O)NCC(=O)O)CCCCCCCCCCCCCCC (N-(3-hexadecanoyloxyoctadecanoyl)glycine), N[C@@H](CC1=CNC2=CC=CC=C12)C(=O)O (L-tryptophan). Product: C(CCCCCCCCCCCCCCC)(=O)OC(CC(=O)NCC(=O)N[C@@H](CC1=CNC2=CC=CC=C12)C(=O)O)CCCCCCCCCCCCCCC (N-[N-(3-hexadecanoyloxyoctadecanoyl)glycyl]-L-tryptophan). Yield: 48.1%. Reaction SMILES: [C:1]([O:18][CH:19]([CH2:28][CH2:29][CH2:30][CH2:31][CH2:32][CH2:33][CH2:34][CH2:35][CH2:36][CH2:37][CH2:38][CH2:39][CH2:40][CH2:41][CH3:42])[CH2:20][C:21]([NH:23][CH2:24][C:25]([OH:27])=O)=[O:22])(=[O:17])[CH2:2][CH2:3][CH2:4][CH2:5][CH2:6][CH2:7][CH2:8][CH2:9][CH2:10][CH2:11][CH2:12][CH2:13][CH2:14][CH2:15][CH3:16].[NH2:43][C@H:44]([C:55]([OH:57])=[O:56])[CH2:45][C:46]1[C:54]2[C:49](=[CH:50][CH:51]=[CH:52][CH:53]=2)[NH:48][CH:47]=1>>[C:1]([O:18][CH:19]([CH2:28][CH2:29][CH2:30][CH2:31][CH2:32][CH2:33][CH2:34][CH2:35][CH2:36][CH2:37][CH2:38][CH2:39][CH2:40][CH2:41][CH3:42])[CH2:20][C:21]([NH:23][CH2:24][C:25]([NH:43][C@H:44]([C:55]([OH:57])=[O:56])[CH2:45][C:46]1[C:54]2[C:49](=[CH:50][CH:51]=[CH:52][CH:53]=2)[NH:48][CH:47]=1)=[O:27])=[O:22])(=[O:17])[CH2:2][CH2:3][CH2:4][CH2:5][CH2:6][CH2:7][CH2:8][CH2:9][CH2:10][CH2:11][CH2:12][CH2:13][CH2:14][CH2:15][CH3:16]. Procedure: N-(3-hexadecanoyloxyoctadecanoyl)glycine (1.3 g) prepared by the method described in Example 27 and L-tryptophan (1.45 g), N-[N-(3-hexadecanoyloxyoctadecanoyl)glycyl]-L-tryptophan (820 mg) was obtained as powders according to a similar manner to that of Example 29.